From a dataset of the Open Reaction Database (ORD), a public repository of structured organic reaction records. describe an organic reaction: reactants, conditions, products, and yield Reactants: CCOC(=O)/N=N/C(=O)OCC (diethylazodicarboxylate), Cl.C(C1=CC=CC=C1)OC(=O)N1CC(CCC1)ON (O-[1-(benzyloxy-carbonyl)-piperidin-3-yl] hydroxylamine hydrochloride), ON1C(C=2C(C1=O)=CC=CC2)=O (N-hydroxyphthalimide), C1(=CC=CC=C1)P(C1=CC=CC=C1)C1=CC=CC=C1 (triphenylphosphine). Run in O1CCCC1 (tetrahydrofuran). Conditions: time 4 hour. The product is C(C1=CC=CC=C1)OC(=O)N1CC(CCC1)ON1C(C=2C(C1=O)=CC=CC2)=O (N-[[1(benzyloxycarbonyl)-piperidin-3-yl]-oxy]-phthalimide). Yield: 90.7%. Reaction SMILES: CCOC(/N=N/C(OCC)=O)=O.Cl.[CH2:14]([O:21][C:22]([N:24]1[CH2:29][CH2:28][CH2:27][CH:26]([O:30][NH2:31])[CH2:25]1)=[O:23])[C:15]1[CH:20]=[CH:19][CH:18]=[CH:17][CH:16]=1.ON1[C:37](=[O:38])[C:36]2=[CH:39][CH:40]=[CH:41][CH:42]=[C:35]2[C:34]1=[O:43].C1(P(C2C=CC=CC=2)C2C=CC=CC=2)C=CC=CC=1>O1CCCC1>[CH2:14]([O:21][C:22]([N:24]1[CH2:29][CH2:28][CH2:27][CH:26]([O:30][N:31]2[C:37](=[O:38])[C:36]3=[CH:39][CH:40]=[CH:41][CH:42]=[C:35]3[C:34]2=[O:43])[CH2:25]1)=[O:23])[C:15]1[CH:20]=[CH:19][CH:18]=[CH:17][CH:16]=1 |f:1.2|. Procedure: 10.05 g of diethylazodicarboxylate were added at 25° C. over 30 minutes to a solution of 10.8 g of the product of Step A, 8.24 g of N-hydroxyphthalimide and 13.25 g of triphenylphosphine in 225 ml of tetrahydrofuran and the mixture was stirred for 4 hours. Then, the solvent was evaporated under reduced pressure and the residue was chromatographed on silica (eluant: ethyl acetate-hexane 1-1) to obtain 13 g of the expected product in the form of 2 diastereoisomers. Reaction SMILES: [C:23]([CH3:24])(=[O:25])[O:26][CH2:27][c:28]1[c:29]([C:30](=[O:31])[O:32][CH2:33][c:34]2[cH:35][cH:36][c:37]([O:40][CH3:41])[cH:38][cH:39]2)[cH:42][c:43]([CH2:46][O:47][Si:48]([C:49]([CH3:50])([CH3:51])[CH3:52])([CH3:53])[CH3:54])[cH:44][cH:45]1.[CH3:19][C:20](=[O:21])[OH:22].[CH3:2][CH2:3][CH2:4][CH2:5][N+:6]([CH2:7][CH2:8][CH2:9][CH3:10])([CH2:11][CH2:12][CH2:13][CH3:14])[CH2:15][CH2:16][CH2:17][CH3:18].[F-:1].[O:55]1[CH2:56][CH2:57][CH2:58][CH2:59]1>>[C:23]([CH3:24])(=[O:25])[O:26][CH2:27][c:28]1[c:29]([C:30](=[O:31])[O:32][CH2:33][c:34]2[cH:35][cH:36][c:37]([O:40][CH3:41])[cH:38][cH:39]2)[cH:42][c:43]([CH2:46][OH:47])[cH:44][cH:45]1. Starting materials: COc1ccc(COC(=O)c2cc(CO[Si](C)(C)C(C)(C)C)ccc2COC(C)=O)cc1, CC(=O)O, CCCC[N+](CCCC)(CCCC)CCCC, [F-], C1CCOC1. Yields the product COc1ccc(COC(=O)c2cc(CO)ccc2COC(C)=O)cc1.